Dataset: the Open Reaction Database (ORD), a public repository of structured organic reaction records. Task: describe an organic reaction: reactants, conditions, products, and yield Starting materials: C(=O)(C(F)(F)F)O (TFA), NC1=C2C(=NC=N1)N(N=C2C)C(C)C=2C(=C(C(=C(C2)Cl)C)CCC(=O)OC(C)(C)C)OC (tert-butyl 3-{3-[1-(4-amino-3-methyl-1H-pyrazolo[3,4-d]pyrimidin-1-yl)ethyl]-5-chloro-2-methoxy-6-methylphenyl}propanoate). Run in C(Cl)Cl (methylene chloride). Conditions: time 2 hour. The product is FC(C(=O)O)(F)F.NC1=C2C(=NC=N1)N(N=C2C)C(C)C=2C(=C(C(=C(C2)Cl)C)CCC(=O)O)OC (3-{3-[1-(4-Amino-3-methyl-1H-pyrazolo[3,4-d]pyrimidin-1-yl)ethyl]-5-chloro-2-methoxy-6-methylphenyl}propanoic acid trifluoroacetate). Reaction SMILES: [C:1]([OH:7])([C:3]([F:6])([F:5])[F:4])=[O:2].[NH2:8][C:9]1[N:14]=[CH:13][N:12]=[C:11]2[N:15]([CH:19]([C:21]3[C:22]([O:38][CH3:39])=[C:23]([CH2:29][CH2:30][C:31]([O:33]C(C)(C)C)=[O:32])[C:24]([CH3:28])=[C:25]([Cl:27])[CH:26]=3)[CH3:20])[N:16]=[C:17]([CH3:18])[C:10]=12>C(Cl)Cl>[F:4][C:3]([F:6])([F:5])[C:1]([OH:7])=[O:2].[NH2:8][C:9]1[N:14]=[CH:13][N:12]=[C:11]2[N:15]([CH:19]([C:21]3[C:22]([O:38][CH3:39])=[C:23]([CH2:29][CH2:30][C:31]([OH:33])=[O:32])[C:24]([CH3:28])=[C:25]([Cl:27])[CH:26]=3)[CH3:20])[N:16]=[C:17]([CH3:18])[C:10]=12 |f:3.4|. Procedure: TFA (0.3 mL, 4 mmol) was added to a solution of tert-butyl 3-{3-[1-(4-amino-3-methyl-1H-pyrazolo[3,4-d]pyrimidin-1-yl)ethyl]-5-chloro-2-methoxy-6-methylphenyl}propanoate (35 mg, 0.076 mmol) in methylene chloride (0.2 mL) and the mixture was stirred at room temperature for 2 h. The solvent was removed and the product was used in the next step without further purification. LCMS calculated for C19H23ClN5O3 (M+H)+: m/z=404.1; Found: 404.0 Starting materials: C(CCC)N(S(=O)(=O)C1=CC(=C(C=C1)OC)[N+](=O)[O-])CCCC1=CC=CC=C1 (N-butyl-N-(3'-phenylpropyl)-4-methoxy-3-nitrobenzensulfonamide), [OH-].[K+] (potassium hydroxide), Cl (hydrochloric acid), O (water). Solvent: CS(=O)C (dimethyl sulfoxide). Run at temperature 80 celsius, time 4 hour. Product: C(CCC)N(S(=O)(=O)C1=CC(=C(C=C1)O)[N+](=O)[O-])CCCC1=CC=CC=C1 (N-butyl-N-(3'-phenylpropyl)-4-hydroxy-3-nitrobenzenesulfonamide). Yield: 100.7%. Reaction SMILES: [CH2:1]([N:5]([CH2:20][CH2:21][CH2:22][C:23]1[CH:28]=[CH:27][CH:26]=[CH:25][CH:24]=1)[S:6]([C:9]1[CH:14]=[CH:13][C:12]([O:15]C)=[C:11]([N+:17]([O-:19])=[O:18])[CH:10]=1)(=[O:8])=[O:7])[CH2:2][CH2:3][CH3:4].[OH-].[K+].O.Cl>CS(C)=O>[CH2:1]([N:5]([CH2:20][CH2:21][CH2:22][C:23]1[CH:24]=[CH:25][CH:26]=[CH:27][CH:28]=1)[S:6]([C:9]1[CH:14]=[CH:13][C:12]([OH:15])=[C:11]([N+:17]([O-:19])=[O:18])[CH:10]=1)(=[O:8])=[O:7])[CH2:2][CH2:3][CH3:4] |f:1.2|. Reported procedure: To a stirred solution of 0.73 g N-butyl-N-(3'-phenylpropyl)-4-methoxy-3-nitrobenzensulfonamide in 10 ml dimethyl sulfoxide was added 10 ml of a 50% aqueous potassium hydroxide solution and the mixture was heated and stirred at 80° C. for 4 hours. The mixture was poured into water, acidified to pH 4-5 with 20% aqueous hydrochloric acid and extracted into chloroform. The extract was washed with water, dried over anhydrous magnesium sulfate, filtered, and the solvent was removed to give 0.71 g N-bu... As a reaction SMILES: [CH3:26][CH2:27][OH:28].[CH3:30][CH2:31][O:32][C:33](=[O:34])[CH3:35].[I:7][c:8]1[n:9][c:10]([CH:14]2[N:15]([C:19](=[O:20])[O:21][C:22]([CH3:23])([CH3:24])[CH3:25])[CH2:16][CH2:17][CH2:18]2)[nH:11][c:12]1[I:13].[Na+:5].[Na+:6].[OH2:29].[S:1]([O-:2])([O-:3])=[O:4]>>[I:7][c:8]1[nH:9][c:10]([CH:14]2[N:15]([C:19](=[O:20])[O:21][C:22]([CH3:23])([CH3:24])[CH3:25])[CH2:16][CH2:17][CH2:18]2)[n:11][cH:12]1. Yields the product CC(C)(C)OC(=O)N1CCCC1c1ncc(I)[nH]1. The reactants are CCO, CCOC(C)=O, CC(C)(C)OC(=O)N1CCCC1c1nc(I)c(I)[nH]1, [Na+], [Na+], O, O=S([O-])[O-]. Reactants: CS(=O)(=O)c1ccc(Oc2cc3nc(-c4ccc(Br)cn4)[nH]c3cc2C2CCCN2)cc1, CC(=O)OC(C)=O, ClC(Cl)Cl, c1ccncc1. Yields the product CC(=O)N1CCCC1c1cc2[nH]c(-c3ccc(Br)cn3)nc2cc1Oc1ccc(S(C)(=O)=O)cc1. Reaction SMILES: [Br:14][c:15]1[cH:16][cH:17][c:18](-[c:21]2[n:22][c:23]3[c:24]([nH:25]2)[cH:26][c:27]([CH:41]2[NH:42][CH2:43][CH2:44][CH2:45]2)[c:28]([O:30][c:31]2[cH:32][cH:33][c:34]([S:37](=[O:38])(=[O:39])[CH3:40])[cH:35][cH:36]2)[cH:29]3)[n:19][cH:20]1.[CH3:1][C:2](=[O:3])[O:4][C:5](=[O:6])[CH3:7].[CH:46]([Cl:47])([Cl:48])[Cl:49].[cH:8]1[cH:9][cH:10][n:11][cH:12][cH:13]1>>[CH3:1][C:2](=[O:3])[N:42]1[CH:41]([c:27]2[cH:26][c:24]3[c:23]([n:22][c:21](-[c:18]4[cH:17][cH:16][c:15]([Br:14])[cH:20][n:19]4)[nH:25]3)[cH:29][c:28]2[O:30][c:31]2[cH:32][cH:33][c:34]([S:37](=[O:38])(=[O:39])[CH3:40])[cH:35][cH:36]2)[CH2:45][CH2:44][CH2:43]1. The reactants are C(C)C1=C(C=C(C=C1OC)C\1CN(CC/C1=C\C(=O)OC)C)OC (methyl (E)-[3-(4-ethyl-3,5-dimethoxy-phenyl)-1-methyl-piperidin-4-ylidene]acetate), C[O-].[Na+] (sodium methylate). The solvent is CO (methanol). Product: C(C)(=O)OCC.CO.[NH4+].[OH-] (ethyl acetate methanol NH4OH), C(C)C1=C(C=C(C=C1OC)[C@@H]1CN(CC[C@@H]1CC(=O)OC)C)OC (methyl cis-[3-(4-ethyl-3,5-dimethoxy-phenyl)-1-methyl-piperidin-4-yl]-acetate). Yield: 175.5%. RXN SMILES: [CH2:1]([C:3]1[C:8]([O:9][CH3:10])=[CH:7][C:6]([CH:11]2[CH2:12][N:13]([CH3:22])[CH2:14][CH2:15]/[C:16]/2=[CH:17]\[C:18]([O:20][CH3:21])=[O:19])=[CH:5][C:4]=1[O:23][CH3:24])[CH3:2].[CH3:25][O-:26].[Na+]>CO>[C:18]([O:20][CH2:21][CH3:25])(=[O:19])[CH3:17].[CH3:8][OH:9].[NH4+:13].[OH-:26].[CH2:1]([C:3]1[C:8]([O:9][CH3:10])=[CH:7][C:6]([C@H:11]2[C@@H:16]([CH2:17][C:18]([O:20][CH3:21])=[O:19])[CH2:15][CH2:14][N:13]([CH3:22])[CH2:12]2)=[CH:5][C:4]=1[O:23][CH3:24])[CH3:2] |f:1.2,4.5.6.7|. Procedure details: g 3) A solution of 6.4 g (19.3 mmol) of methyl (E)-[3-(4-ethyl-3,5-dimethoxy-phenyl)-1-methyl-piperidin-4-ylidene]acetate in 100 ml of methanol was treated with 1.08 g (20 mmol) of sodium methylate and the mixture was heated at reflux for 6 hours. The solution was evaporated and the residue was partitioned between 50 ml of methyl acetate and 50 ml of water. The organic phases were dried (MgSO4), filtered and evaporated. The colorless oil was dissolved in 50 ml of methanol, treated with 125 mg of... Starting materials: ice, C(C)(C)(C)OC(=O)N1CCN(CC1)C=1C=CC=C2CC[C@H](CC12)NC(=O)C1=CC=C(C=C1)N1CCOCC1 ((R)-N-[8-(4-tert-butyloxycarbonylpiperazin-1-yl)-1,2,3,4-tetrahydro-2-naphthyl]-4-morpholinophenylcarboxamide), FC(C(=O)O)(F)F (trifluoroacetic acid). The solvent is C(Cl)Cl (methylene chloride). Reaction conditions: time 7 hour. Yields the product N1(CCNCC1)C=1C=CC=C2CC[C@H](CC12)NC(C1=CC=C(C=C1)N1CCOCC1)=O ((R)-N-[8-(Piperazin-1-yl)-1,2,3,4-tetrahydro-2-naphthyl]-4-morpholinobenzamide). The yield is 69.0%. As a reaction SMILES: C(OC([N:8]1[CH2:13][CH2:12][N:11]([C:14]2[CH:15]=[CH:16][CH:17]=[C:18]3[C:23]=2[CH2:22][C@H:21]([NH:24][C:25]([C:27]2[CH:32]=[CH:31][C:30]([N:33]4[CH2:38][CH2:37][O:36][CH2:35][CH2:34]4)=[CH:29][CH:28]=2)=[O:26])[CH2:20][CH2:19]3)[CH2:10][CH2:9]1)=O)(C)(C)C.FC(F)(F)C(O)=O>C(Cl)Cl>[N:11]1([C:14]2[CH:15]=[CH:16][CH:17]=[C:18]3[C:23]=2[CH2:22][C@H:21]([NH:24][C:25](=[O:26])[C:27]2[CH:32]=[CH:31][C:30]([N:33]4[CH2:34][CH2:35][O:36][CH2:37][CH2:38]4)=[CH:29][CH:28]=2)[CH2:20][CH2:19]3)[CH2:12][CH2:13][NH:8][CH2:9][CH2:10]1. Procedure: To an ice-cooled solution of (R)-N-[8-(4-tert-butyloxycarbonylpiperazin-1-yl)-1,2,3,4-tetrahydro-2-naphthyl]-4-morpholinophenylcarboxamide (1.0 g, 2 mmol) in methylene chloride (100 mL) was added trifluoroacetic acid (3 mL). The reaction was stirred at ambient temperature for 7 h. The solvent was evaporated in vacuo and the residue was dissolved in water (20 mL), alkalized with a 2 M aqueous sodium hydroxide solution and extracted, twice, with methylene chloride. The phases were separated, the c... Starting materials: C(C)OC(=O)C=1C(=NC2=CC=C(C=C2C1C1=CC=CC=C1)Cl)N(CC)CC (6-chloro-2-diethylamino-4-phenyl-quinoline-3-carboxylic acid ethyl ester), [Li+].[I-] (LiI), solid. Solvent: N1=CC=CC=C1 (pyridine). Procedure: The title compound was prepared in analogy to example 20 step D from 6-chloro-2-diethylamino-4-phenyl-quinoline-3-carboxylic acid ethyl ester (50 mg, 0.13 mmol) and LiI in pyridine. Pale yellow solid (30 mg, 65%). LC-MS: 355 (M+H)+. As a reaction SMILES: C([O:3][C:4]([C:6]1[C:7]([N:23]([CH2:26][CH3:27])[CH2:24][CH3:25])=[N:8][C:9]2[C:14]([C:15]=1[C:16]1[CH:21]=[CH:20][CH:19]=[CH:18][CH:17]=1)=[CH:13][C:12]([Cl:22])=[CH:11][CH:10]=2)=[O:5])C.[Li+].[I-]>N1C=CC=CC=1>[Cl:22][C:12]1[CH:13]=[C:14]2[C:9](=[CH:10][CH:11]=1)[N:8]=[C:7]([N:23]([CH2:26][CH3:27])[CH2:24][CH3:25])[C:6]([C:4]([OH:5])=[O:3])=[C:15]2[C:16]1[CH:17]=[CH:18][CH:19]=[CH:20][CH:21]=1 |f:1.2|. The product is ClC=1C=C2C(=C(C(=NC2=CC1)N(CC)CC)C(=O)O)C1=CC=CC=C1 (6-Chloro-2-diethylamino-4-phenyl-quinoline-3-carboxylic acid).